This data is from the Open Reaction Database (ORD), a public repository of structured organic reaction records. The task is: describe an organic reaction: reactants, conditions, products, and yield Reactants: COC(=O)c1ccccc1, Cc1ccccc1, CC(O)CCCCN. The product is CC(CCCCN)OC(=O)c1ccccc1. RXN SMILES: [C:1]([c:2]1[cH:3][cH:4][cH:5][cH:6][cH:7]1)(=[O:8])[O:9][CH3:10].[CH3:19][c:20]1[cH:21][cH:22][cH:23][cH:24][cH:25]1.[NH2:11][CH2:12][CH2:13][CH2:14][CH2:15][CH:16]([CH3:17])[OH:18]>>[C:1]([c:2]1[cH:3][cH:4][cH:5][cH:6][cH:7]1)(=[O:8])[O:18][CH:16]([CH2:15][CH2:14][CH2:13][CH2:12][NH2:11])[CH3:17]. Reactants: C[Mg]I (methylmagnesium iodide), C(CCC=C)[C@@H]1CC[C@H](CC1)C1=CC=C(C#N)C=C1 (p-[trans-4-(4-pentenyl)cyclohexyl]benzonitrile), C(C)OCC (diethyl ether), C1(=CC=CC=C1)C (toluene). Product: C(CCC=C)[C@@H]1CC[C@H](CC1)C1=CC=C(C=C1)C(C)=O (p-[trans-4-(4-pentenyl)cyclohexyl]acetophenone). The yield is 134.9%. RXN SMILES: C[Mg]I.[CH2:4]([C@H:9]1[CH2:14][CH2:13][C@H:12]([C:15]2[CH:22]=[CH:21][C:18](C#N)=[CH:17][CH:16]=2)[CH2:11][CH2:10]1)[CH2:5][CH2:6][CH:7]=[CH2:8].C1(C)C=CC=CC=1.C([O:32][CH2:33][CH3:34])C>>[CH2:4]([C@H:9]1[CH2:10][CH2:11][C@H:12]([C:15]2[CH:16]=[CH:17][C:18]([C:33](=[O:32])[CH3:34])=[CH:21][CH:22]=2)[CH2:13][CH2:14]1)[CH2:5][CH2:6][CH:7]=[CH2:8]. Procedure details: A solution of methylmagnesium iodide in diethyl ether (prepared from 195 mg of magnesium shavings and 0.495 ml of methyl iodide in 15 ml of diethyl ether) was treated dropwise at room temperature with a solution of 1.0 g of p-[trans-4-(4-pentenyl)cyclohexyl]benzonitrile. The mixture was heated to reflux for 15 minutes. Subsequently, 15 ml of toluene were added to the reaction mixture, the diethyl ether was distilled off and the mixture was heated to reflux for a further 1.5 hours. Thereafter, th...